Dataset: the Open Reaction Database (ORD), a public repository of structured organic reaction records. Task: describe an organic reaction: reactants, conditions, products, and yield Reactants: monoester, Br[Si](C)(C)C (bromotrimethylsilane), NC1=NC(=C2N=CN(C2=N1)CC\C=C\P(=O)(OC(C)C)OC(C)C)N ((E)-2,6-diamino-9-[4-(diisopropoxy-phosphoryl)but-3-enyl]purine), Br[Si](C)(C)C (bromotrimethylsilane), monoester. Solvent: CN(C=O)C (N,N-dimethylformamide), ClCCl (dichloromethane). Run at time 18 hour. Product: NC1=NC(=C2N=CN(C2=N1)CC\C=C\P(=O)(O)O)N ((E)-2,6-diamino-9-(4-phosphonobut-3 -enyl)purine). The yield is 27.0%. RXN SMILES: [NH2:1][C:2]1[N:10]=[C:9]2[C:5]([N:6]=[CH:7][N:8]2[CH2:11][CH2:12]/[CH:13]=[CH:14]/[P:15]([O:21]C(C)C)([O:17]C(C)C)=[O:16])=[C:4]([NH2:25])[N:3]=1.Br[Si](C)(C)C>ClCCl.CN(C)C=O>[NH2:1][C:2]1[N:10]=[C:9]2[C:5]([N:6]=[CH:7][N:8]2[CH2:11][CH2:12]/[CH:13]=[CH:14]/[P:15]([OH:21])([OH:17])=[O:16])=[C:4]([NH2:25])[N:3]=1. Procedure: To a solution of (E)-2,6-diamino-9-[4-(diisopropoxy-phosphoryl)but-3-enyl]purine (144mg, 391 μmol) in dichloromethane (10 ml) was added bromotrimethylsilane (1.20 g, 7.82 mmol) and the mixture stirred at room temperature under dry nitrogen for 18 hr. The resulting white suspension was evaporated to dryness and the residue azeotroped with methanol (×6). The residue was purified by column chromatography on reverse phase silica gel eluting with water to give a product which n.m.r. analysis showed t... Reactants: CC(Br)CBr, N#CCc1ccccc1Cl, [H-], [Na+], CN(C)C=O, O. Product: N#CC1(c2ccccc2Cl)CC1. As a reaction SMILES: [Br:11][CH2:12][CH:13]([Br:14])[CH3:15].[Cl:1][c:2]1[c:3]([CH2:8][C:9]#[N:10])[cH:4][cH:5][cH:6][cH:7]1.[H-:16].[Na+:17].[O:19]=[CH:20][N:21]([CH3:22])[CH3:23].[OH2:18]>>[Cl:1][c:2]1[c:3]([C:8]2([C:9]#[N:10])[CH2:12][CH2:13]2)[cH:4][cH:5][cH:6][cH:7]1.